This data is from the Open Reaction Database (ORD), a public repository of structured organic reaction records. The task is: describe an organic reaction: reactants, conditions, products, and yield As a reaction SMILES: [CH2:11]1[CH2:12][NH:13][CH2:14]1.[CH3:15][C:16]#[N:17].[OH:1][C:2](=[O:3])[c:4]1[cH:5][cH:6][c:7]([OH:8])[cH:9][cH:10]1>>[C:2](=[O:3])([c:4]1[cH:5][cH:6][c:7]([OH:8])[cH:9][cH:10]1)[N:13]1[CH2:12][CH2:11][CH2:14]1. The reactants are C1CNC1, CC#N, O=C(O)c1ccc(O)cc1. Product: O=C(c1ccc(O)cc1)N1CCC1. Starting materials: NC1=CC=CC=C1 (aniline), C[N+](C)(C)C.[OH-] (TMAH), C[N+](C)(C)C.[OH-] (TMAH), C[N+](C)(C)C.[OH-] (TMAH). Run in O (water), O (water). Product: CNC1=CC=CC=C1 (N-methyl aniline), C[N+](C)(C)C.[OH-] (TMAH), NC1=CC=CC=C1 (aniline). RXN SMILES: [CH3:1][N+:2]([CH3:5])([CH3:4])[CH3:3].[OH-:6].[NH2:7][C:8]1[CH:13]=[CH:12][CH:11]=[CH:10][CH:9]=1>O>[CH3:1][NH:2][C:5]1[CH:12]=[CH:13][CH:8]=[CH:9][CH:10]=1.[CH3:1][N+:2]([CH3:5])([CH3:4])[CH3:3].[OH-:6].[NH2:7][C:8]1[CH:13]=[CH:12][CH:11]=[CH:10][CH:9]=1 |f:0.1,5.6|. Reported procedure: The present inventors have found that TMAH is relatively stable in the presence of aniline and water, particularly at a water to TMAH mole ratio of about 4:1 and that TMAH decomposition occurs when this ratio is reduced to 3.5:1 or less, with concomitant formation of a proportional amount of N-methyl aniline which results from the decomposition of TMAH in the presence of aniline, as shown in Table 4 below. The TMAH decomposition can be decreased by reducing the hold period. As shown in the worki... Starting materials: Cc1nc(OC2CCN(C(=O)OC(C)(C)C)CC2)ccc1[N+](=O)[O-], CCO. Product: Cc1nc(OC2CCN(C(=O)OC(C)(C)C)CC2)ccc1N. Reaction SMILES: [C:1]([CH3:2])([CH3:3])([CH3:4])[O:5][C:6](=[O:7])[N:8]1[CH2:9][CH2:10][CH:11]([O:14][c:15]2[n:16][c:17]([CH3:24])[c:18]([N+:21]([O-:22])=[O:23])[cH:19][cH:20]2)[CH2:12][CH2:13]1.[CH3:25][CH2:26][OH:27]>>[C:1]([CH3:2])([CH3:3])([CH3:4])[O:5][C:6](=[O:7])[N:8]1[CH2:9][CH2:10][CH:11]([O:14][c:15]2[n:16][c:17]([CH3:24])[c:18]([NH2:21])[cH:19][cH:20]2)[CH2:12][CH2:13]1.